This data is from the Open Reaction Database (ORD), a public repository of structured organic reaction records. The task is: describe an organic reaction: reactants, conditions, products, and yield Reactants: C(C)N(C(C)C)C(C)C (N-ethyldiisopropylamine), Cl.CN(CCCN=C=NCC)C (N-(3-dimethylaminopropyl)-N′-ethylcarbodiimide hydrochloride), ClC1=CC=C(C=C1)C1=NOC(=C1COC1=NC=C(C(=O)O)C=C1)CO (6-[3-(4-chloro-phenyl)-5-hydroxymethyl-isoxazol-4-ylmethoxy]-nicotinic acid), C1(CC1)N (cyclopropylamine), O.ON1N=NC2=C1C=CC=C2 (1-hydroxybenzotriazole hydrate). Run in C1CCOC1 (THF). Conditions: time 8 hour. Yields the product ClC1=CC=C(C=C1)C1=NOC(=C1COC1=NC=C(C(=O)NC2CC2)C=C1)CO (6-[3-(4-Chloro-phenyl)-5-hydroxymethyl-isoxazol-4-ylmethoxy]-N-cyclopropyl-nicotinamide). Isolated yield 85.0%. As a reaction SMILES: [Cl:1][C:2]1[CH:7]=[CH:6][C:5]([C:8]2[C:12]([CH2:13][O:14][C:15]3[CH:23]=[CH:22][C:18]([C:19]([OH:21])=O)=[CH:17][N:16]=3)=[C:11]([CH2:24][OH:25])[O:10][N:9]=2)=[CH:4][CH:3]=1.[CH:26]1([NH2:29])[CH2:28][CH2:27]1.O.ON1C2C=CC=CC=2N=N1.C(N(C(C)C)C(C)C)C.Cl.CN(C)CCCN=C=NCC>C1COCC1>[Cl:1][C:2]1[CH:3]=[CH:4][C:5]([C:8]2[C:12]([CH2:13][O:14][C:15]3[CH:23]=[CH:22][C:18]([C:19]([NH:29][CH:26]4[CH2:28][CH2:27]4)=[O:21])=[CH:17][N:16]=3)=[C:11]([CH2:24][OH:25])[O:10][N:9]=2)=[CH:6][CH:7]=1 |f:2.3,5.6|. Reported procedure: To a solution of 6-[3-(4-chloro-phenyl)-5-hydroxymethyl-isoxazol-4-ylmethoxy]-nicotinic acid (100 mg, 0.28 mmol) and cyclopropylamine (16.1 mg, 0.28 mmol) in THF (10 mL) were added at 0° C., 1-hydroxybenzotriazole hydrate (43.3 mg, 0.28 mmol), N-ethyldiisopropylamine (121 μL, 0.69 mmol) and N-(3-dimethylaminopropyl)-N′-ethylcarbodiimide hydrochloride (54.2 mg, 0.28 mmol). The mixture was stirred at room temperature overnight. The solvent was removed by distillation. The remaining material was pu... Starting materials: C=O, CNC, CCO, CCCc1ccc2cccnc2c1O. Product: CCCc1cc(CN(C)C)c2cccnc2c1O. As a reaction SMILES: [CH2:18]=[O:19].[CH3:15][NH:16][CH3:17].[CH3:20][CH2:21][OH:22].[OH:1][c:2]1[c:3]([CH2:12][CH2:13][CH3:14])[cH:4][cH:5][c:6]2[cH:7][cH:8][cH:9][n:10][c:11]12>>[OH:1][c:2]1[c:3]([CH2:12][CH2:13][CH3:14])[cH:4][c:5]([CH2:18][N:16]([CH3:15])[CH3:17])[c:6]2[cH:7][cH:8][cH:9][n:10][c:11]12. Reactants: O=C(Br)CBr, O=C([O-])[O-], ClCCl, [K+], [K+], Nc1ccccc1, O. Product: O=C(CBr)Nc1ccccc1. Reaction SMILES: [Br:1][CH2:2][C:3](=[O:4])[Br:5].[C:6](=[O:7])([O-:8])[O-:9].[Cl:20][CH2:21][Cl:22].[K+:10].[K+:11].[NH2:12][c:13]1[cH:14][cH:15][cH:16][cH:17][cH:18]1.[OH2:19]>>[Br:1][CH2:2][C:3](=[O:4])[NH:12][c:13]1[cH:14][cH:15][cH:16][cH:17][cH:18]1. The reactants are CN=C=O, ClCCl, NC1CCN(c2cccc3c2CCO3)C1. Yields the product CNC(=O)NC1CCN(c2cccc3c2CCO3)C1. Reaction SMILES: [CH3:16][N:17]=[C:18]=[O:19].[Cl:20][CH2:21][Cl:22].[O:1]1[CH2:2][CH2:3][c:4]2[c:5]1[cH:6][cH:7][cH:8][c:9]2[N:10]1[CH2:11][CH:12]([NH2:15])[CH2:13][CH2:14]1>>[O:1]1[CH2:2][CH2:3][c:4]2[c:5]1[cH:6][cH:7][cH:8][c:9]2[N:10]1[CH2:11][CH:12]([NH:15][C:18]([NH:17][CH3:16])=[O:19])[CH2:13][CH2:14]1.